Dataset: the Open Reaction Database (ORD), a public repository of structured organic reaction records. Task: describe an organic reaction: reactants, conditions, products, and yield Starting materials: N (NH3), oil, ClC1=C(C=CC=C1Cl)C=1C=C2CCCN3C2=C(C1)[C@H]1[C@@H]3CCNC1 ((7aS,11aR)-2-(2,3-dichlorophenyl)-5,6,7a,8,9,10,11,11a-octahydro-4H-pyrido[3′,4′:4,5]pyrrolo[3,2,1-ij]quinoline), BrCCCC=C (5-bromo-1-pentene). Product: ClC1=C(C=CC=C1Cl)C=1C=C2CCCN3C2=C(C1)[C@H]1[C@@H]3CCN(C1)CCCC=C ((7aS,11aR)-2-(2,3-dichlorophenyl)-10-(4-pentenyl)-5,6,7a,8,9,10,11,11a-octahydro-4H-pyrido[3′,4′:4,5]pyrrolo[3,2,1-ij]quinoline). RXN SMILES: [Cl:1][C:2]1[C:7]([Cl:8])=[CH:6][CH:5]=[CH:4][C:3]=1[C:9]1[CH:10]=[C:11]2[C:16]3=[C:17]([C@@H:19]4[CH2:24][NH:23][CH2:22][CH2:21][C@@H:20]4[N:15]3[CH2:14][CH2:13][CH2:12]2)[CH:18]=1.Br[CH2:26][CH2:27][CH2:28][CH:29]=[CH2:30].N>>[Cl:1][C:2]1[C:7]([Cl:8])=[CH:6][CH:5]=[CH:4][C:3]=1[C:9]1[CH:10]=[C:11]2[C:16]3=[C:17]([C@@H:19]4[CH2:24][N:23]([CH2:30][CH2:29][CH2:28][CH:27]=[CH2:26])[CH2:22][CH2:21][C@@H:20]4[N:15]3[CH2:14][CH2:13][CH2:12]2)[CH:18]=1. Procedure: The title compound was prepared by the method of Example 382 as a yellow oil (22 mg, 62%) from (7aS,11aR)-2-(2,3-dichlorophenyl)-5,6,7a,8,9,10,11,11a-octahydro-4H-pyrido[3′,4′:4,5]pyrrolo[3,2,1-ij]quinoline (30 mg, 0.083 mmol) and 5-bromo-1-pentene (25 mg, 0.17 mmol). 1H NMR (CDCl3, 300 MHz) δ1.62-1.75 (br, 2H), 2.01-2.22 (m, 7H), 2.35-2.53 (br, 3H), 2.58-2.65 (m, 1H), 2.74 (t, J=6.6 Hz, 2H), 2.75-2.85 (br, 1H), 2.88-3.05 (br, 1H), 3.28-3.41 (m, 3H), 4.97 (d, J=13.5 Hz, 1H), 5.02 (dd, J=17.6, 1....